From a dataset of the Open Reaction Database (ORD), a public repository of structured organic reaction records. describe an organic reaction: reactants, conditions, products, and yield Reactants: C(#N)C(C#N)=C(NC1=CC=CC=C1)SC (2-cyano-3-methylmercapto-3-phenylamino-acrylonitrile), C[O-].[Na+] (sodium methanolate), Cl.Cl.C(C1=CC=CC=C1)NN (benzylhydrazine dihydrochloride). Solvent: C(C)O (ethanol), CO (methanol), CO (methanol). Conditions: time 15 minute. Product: NC1=C(C(=NN1CC1=CC=CC=C1)NC1=CC=CC=C1)C#N (5-Amino-1-benzyl-4-cyano-3-phenylamino-pyrazole). As a reaction SMILES: C[O-].[Na+].Cl.Cl.[CH2:6]([NH:13][NH2:14])[C:7]1[CH:12]=[CH:11][CH:10]=[CH:9][CH:8]=1.[C:15]([C:17](=[C:20](SC)[NH:21][C:22]1[CH:27]=[CH:26][CH:25]=[CH:24][CH:23]=1)[C:18]#[N:19])#[N:16]>CO.C(O)C>[NH2:19][C:18]1[N:13]([CH2:6][C:7]2[CH:12]=[CH:11][CH:10]=[CH:9][CH:8]=2)[N:14]=[C:20]([NH:21][C:22]2[CH:23]=[CH:24][CH:25]=[CH:26][CH:27]=2)[C:17]=1[C:15]#[N:16] |f:0.1,2.3.4|. Reported procedure: With ice-cooling, 19.3 ml of a 5.4N sodium methanolate solution in 20 ml of methanol (purissimum) are added to 9.9 g of benzylhydrazine dihydrochloride in 20 ml of methanol (purissimum) and the reaction mixture is stirred for approx. 15 minutes at room temperature and then introduced into a solution of 4.65 g of 2-cyano-3-methylmercapto-3-phenylamino-acrylonitrile in 150 ml of absolute ethanol. The mixture is heated under reflux for approx. 17 hours and cooled to room temperature and insoluble m... Run in C(Cl)(Cl)Cl (chloroform). As a reaction SMILES: C1C=C(Cl)C=C(C(OO)=O)C=1.[N:12]1([C:18](=[O:38])[CH2:19][CH2:20][CH2:21][N:22]2[C:34]3[C:33]4[N:32]=[CH:31][CH:30]=[CH:29][C:28]=4[N:27]=[CH:26][C:25]=3[N:24]=[C:23]2[CH2:35][CH2:36][CH3:37])[CH2:17][CH2:16][O:15][CH2:14][CH2:13]1.[OH-].[NH4+:40].C1(C)C=CC(S(Cl)(=O)=O)=CC=1>C(Cl)(Cl)Cl>[N:12]1([C:18](=[O:38])[CH2:19][CH2:20][CH2:21][N:22]2[C:34]3[C:33]4[N:32]=[CH:31][CH:30]=[CH:29][C:28]=4[N:27]=[C:26]([NH2:40])[C:25]=3[N:24]=[C:23]2[CH2:35][CH2:36][CH3:37])[CH2:13][CH2:14][O:15][CH2:16][CH2:17]1 |f:2.3|. Reaction conditions: time 2 hour. The reactants are C1(=CC=C(C=C1)S(=O)(=O)Cl)C (p-toluenesulfonyl chloride), C1=CC(=CC(=C1)Cl)C(=O)OO (mCPBA), N1(CCOCC1)C(CCCN1C(=NC=2C=NC=3C=CC=NC3C21)CCC)=O (1-(4-morpholin-4-yl-4-oxobutyl)-2-propyl-1H-imidazo[4,5-c][1,5]naphthyridine), [OH-].[NH4+] (Ammonium hydroxide). The product is N1(CCOCC1)C(CCCN1C(=NC=2C(=NC=3C=CC=NC3C21)N)CCC)=O (1-(4-morpholin-4-yl-4-oxobutyl)-2-propyl-1H-imidazo[4,5-c][1,5]naphthyridin-4-amine). Procedure details: mCPBA (1.18 g, 6.86 mmol) was added to a solution of 1-(4-morpholin-4-yl-4-oxobutyl)-2-propyl-1H-imidazo[4,5-c][1,5]naphthyridine (1.80 g, 4.90 mmol) in chloroform (25 mL); the reaction was stirred for two hours at ambient temperature. Ammonium hydroxide (10 mL) was added followed by p-toluenesulfonyl chloride (1.03 g, 5.39 mmol). The reaction was stirred for one hour and partitioned between saturated aqueous sodium bicarbonate (75 mL) and dichloromethane (70 mL). The aqueous layer was extracted... Reactants: C(C)(C)(C)OC(=O)N1CCN(CC1)S(=O)(=O)C1=CC2=CC=C(C=C2C=C1)Br (1-(tert-butoxycarbonyl)-4-(6-bromonaphthalene-2-sulfonyl)piperazine), CO (methanol), Cl (hydrochloric acid). Run in C(C)(=O)OCC (ethyl acetate). Conditions: time 30 minute. The product is Cl.BrC=1C=C2C=CC(=CC2=CC1)S(=O)(=O)N1CCNCC1 (1-(6-Bromonaphthalene-2-sulfonyl)piperazine hydrochloride). Reaction SMILES: C(OC([N:8]1[CH2:13][CH2:12][N:11]([S:14]([C:17]2[CH:26]=[CH:25][C:24]3[C:19](=[CH:20][CH:21]=[C:22]([Br:27])[CH:23]=3)[CH:18]=2)(=[O:16])=[O:15])[CH2:10][CH2:9]1)=O)(C)(C)C.CO.[ClH:30]>C(OCC)(=O)C>[ClH:30].[Br:27][C:22]1[CH:23]=[C:24]2[C:19](=[CH:20][CH:21]=1)[CH:18]=[C:17]([S:14]([N:11]1[CH2:10][CH2:9][NH:8][CH2:13][CH2:12]1)(=[O:15])=[O:16])[CH:26]=[CH:25]2 |f:4.5|. Procedure details: To the obtained 1-(tert-butoxycarbonyl)-4-(6-bromonaphthalene-2-sulfonyl)piperazine (2.80 g) were added methanol (10 ml) and 4 N hydrochloric acid in ethyl acetate solution (25 ml), and the solution was stirred at room temperature for 30 minutes. The reaction solution was concentrated and the residue was treated with acetone to give amorphous powders. The powders were dried under reduced pressure to give the title compound (2.358 g). The reactants are CC(=O)NCC1CN(c2ccc(OCC3(O)CCCN(C(=O)OC(C)(C)C)CC3)c(F)c2)C(=O)O1, CO, Cl. Yields the product CC(=O)NCC1CN(c2ccc(OCC3(O)CCCNCC3)c(F)c2)C(=O)O1. As a reaction SMILES: [C:1]([O:2][C:3](=[O:4])[N:8]1[CH2:9][CH2:10][C:11]([OH:15])([CH2:16][O:17][c:18]2[c:19]([F:35])[cH:20][c:21]([N:24]3[C:25](=[O:34])[O:26][CH:27]([CH2:29][NH:30][C:31]([CH3:32])=[O:33])[CH2:28]3)[cH:22][cH:23]2)[CH2:12][CH2:13][CH2:14]1)([CH3:5])([CH3:6])[CH3:7].[CH3:37][OH:38].[ClH:36]>>[NH:8]1[CH2:9][CH2:10][C:11]([OH:15])([CH2:16][O:17][c:18]2[c:19]([F:35])[cH:20][c:21]([N:24]3[C:25](=[O:34])[O:26][CH:27]([CH2:29][NH:30][C:31]([CH3:32])=[O:33])[CH2:28]3)[cH:22][cH:23]2)[CH2:12][CH2:13][CH2:14]1.